Dataset: the Open Reaction Database (ORD), a public repository of structured organic reaction records. Task: describe an organic reaction: reactants, conditions, products, and yield Reactants: C(C(C)C)OC1=C(C(=O)O)C=CC(=C1)C(=O)OCC(C)C (2-isobutoxy-4-(isobutoxycarbonyl)-benzoic acid), [Cl-].[Al+3].[Cl-].[Cl-] (aluminum chloride), C(C(C)C)OC1=C(C=CC=C1)CCC(=O)OCC (ethyl 3-(2-isobutoxyphenyl)propanoate), C(C(=O)Cl)(=O)Cl (oxalyl chloride). Solvent: O (water), C(Cl)(Cl)Cl (chloroform), C(Cl)Cl (methylene chloride), CN(C=O)C (N,N-dimethylformamide). Reaction conditions: time 1 hour. Product: C(C)OC(CCC=1C=C(C(=O)C2=C(C=C(C(=O)OCC(C)C)C=C2)OCC(C)C)C=CC1OCC(C)C)=O (isobutyl 4-[3-(3-ethoxy-3-oxopropyl)-4-isobutoxybenzoyl]-3-isobutoxybenzoate). The yield is 65.2%. As a reaction SMILES: [CH2:1]([O:5][C:6]1[CH:14]=[C:13]([C:15]([O:17][CH2:18][CH:19]([CH3:21])[CH3:20])=[O:16])[CH:12]=[CH:11][C:7]=1[C:8]([OH:10])=O)[CH:2]([CH3:4])[CH3:3].C(Cl)(=O)C(Cl)=O.[Cl-].[Al+3].[Cl-].[Cl-].[CH2:32]([O:36][C:37]1[CH:42]=[CH:41][CH:40]=[CH:39][C:38]=1[CH2:43][CH2:44][C:45]([O:47][CH2:48][CH3:49])=[O:46])[CH:33]([CH3:35])[CH3:34]>C(Cl)Cl.O.C(Cl)(Cl)Cl.CN(C)C=O>[CH2:48]([O:47][C:45](=[O:46])[CH2:44][CH2:43][C:38]1[CH:39]=[C:40]([CH:41]=[CH:42][C:37]=1[O:36][CH2:32][CH:33]([CH3:35])[CH3:34])[C:8]([C:7]1[CH:11]=[CH:12][C:13]([C:15]([O:17][CH2:18][CH:19]([CH3:21])[CH3:20])=[O:16])=[CH:14][C:6]=1[O:5][CH2:1][CH:2]([CH3:3])[CH3:4])=[O:10])[CH3:49] |f:2.3.4.5|. Procedure details: In 18 ml of methylene chloride is dissolved 1.8 g of 2-isobutoxy-4-(isobutoxycarbonyl)-benzoic acid. After adding 0.7 ml of oxalyl chloride and subsequently 20 μl of N,N-dimethylformamide at ambient temperature, the mixture thus obtained is stirred at ambient temperature for one hour. Then, 1.6 g of aluminum chloride and subsequently 1.8 g of ethyl 3-(2-isobutoxyphenyl)propanoate are added at 5-10° C., and the resulting mixture is stirred at ambient temperature for one hour. The reaction mixture... Starting materials: BrB(Br)Br, COc1cc(Oc2ccccc2)cc(C)c1C=O, ClCCl. Yields the product Cc1cc(Oc2ccccc2)cc(O)c1C=O. RXN SMILES: [B:19]([Br:20])([Br:21])[Br:22].[CH3:1][O:2][c:3]1[c:4]([CH:5]=[O:6])[c:7]([CH3:18])[cH:8][c:9]([O:11][c:12]2[cH:13][cH:14][cH:15][cH:16][cH:17]2)[cH:10]1.[Cl:23][CH2:24][Cl:25]>>[OH:2][c:3]1[c:4]([CH:5]=[O:6])[c:7]([CH3:18])[cH:8][c:9]([O:11][c:12]2[cH:13][cH:14][cH:15][cH:16][cH:17]2)[cH:10]1.